Dataset: the Open Reaction Database (ORD), a public repository of structured organic reaction records. Task: describe an organic reaction: reactants, conditions, products, and yield Starting materials: N1=CC=CC=C1 (pyridine), C(CCCCCCCCCCCC(=O)N)(=O)N (heptamethylenebis(propionamide)), C(CC)(=O)Cl (propionyl chloride), C(CCCCCCN)N (1,7-heptanediamine). The solvent is C1=CC=CC=C1 (benzene). The product is C(CC)NCCCCCCCNCCC (N,N'-di-n-propyl-1,7-heptanediamine). Reaction SMILES: N1C=C[CH:4]=[CH:3][CH:2]=1.[C:7](Cl)(=O)[CH2:8][CH3:9].[CH2:12]([NH2:20])[CH2:13][CH2:14][CH2:15][CH2:16][CH2:17][CH2:18][NH2:19].C(N)(=O)CCCCCCCCCCCC(N)=O>C1C=CC=CC=1>[CH2:7]([NH:19][CH2:18][CH2:17][CH2:16][CH2:15][CH2:14][CH2:13][CH2:12][NH:20][CH2:2][CH2:3][CH3:4])[CH2:8][CH3:9]. Procedure: The intermediate N,N'-di-n-propyl-1,7-heptanediamine was prepared as follows: To a solution containing 43.5 g. of pyridine in 600 ml. of benzene cooled in an ice bath was added dropwise over a period of 10 minutes 51.0 g. of propionyl chloride. To the resulting stirred and cooled solution was added dropwise over a period of 30 minutes 32.5 g. of 1,7-heptanediamine. After the ice bath was removed, the reaction mixture was stirred at room temperature for 20 hours and then filtered to remove a pale... Reaction SMILES: [CH3:1][CH2:2][C:3]([C:5]1[CH:10]=[CH:9][C:8]([C:11]2[CH:16]=[CH:15][CH:14]=[CH:13][CH:12]=2)=[CH:7][CH:6]=1)=O.[F:17][C:18]1[CH:19]=[C:20]2[C:24](=[CH:25][CH:26]=1)[NH:23][C:22](=[O:27])[C:21]2=O.[OH-:29].[K+]>C(O)C.O>[C:8]1([C:11]2[CH:12]=[CH:13][CH:14]=[CH:15][CH:16]=2)[CH:7]=[CH:6][C:5]([C:3]2[C:2]([CH3:1])=[C:21]([C:22]([OH:27])=[O:29])[C:20]3[C:24](=[CH:25][CH:26]=[C:18]([F:17])[CH:19]=3)[N:23]=2)=[CH:10][CH:9]=1 |f:2.3|. Procedure details: 4-Phenylpropiophenone (18.9 g, 0.09 mole) and 5-fluoroisatin (20 g, 0.09 mole) were suspended in 360 ml of ethanol and stirred mechanically as a solution of 35.2 g KOH in 100 ml water was added dropwise over 15 minutes. The reaction mixture was heated at reflux for 12 hours, cooled, and the ethanol evaporated under reduced pressure. The resulting yellow solid was dissolved in water and washed with ethyl ether. The aqueous layer was cooled to 5° and acidified with glacial acetic acid. The resulti... Yield: 42.9%. Run in C(C)O (ethanol), O (water). The reactants are CCC(=O)C1=CC=C(C=C1)C2=CC=CC=C2 (4-Phenylpropiophenone), FC=1C=C2C(C(NC2=CC1)=O)=O (5-fluoroisatin), [OH-].[K+] (KOH). Yields the product C1(=CC=C(C=C1)C1=NC2=CC=C(C=C2C(=C1C)C(=O)O)F)C1=CC=CC=C1 (2-(4-biphenylyl)-6-fluoro-3-methylquinoline-4-carboxylic acid). The reactants are CCO, CCOC(=O)C(C)(C)SC(C)C, [K+], [OH-], O. The product is CC(C)SC(C)(C)C(=O)O. RXN SMILES: [CH3:15][CH2:16][OH:17].[CH:1]([CH3:2])([CH3:3])[S:4][C:5]([C:6](=[O:7])[O:8][CH2:9][CH3:10])([CH3:11])[CH3:12].[K+:14].[OH-:13].[OH2:18]>>[CH:1]([CH3:2])([CH3:3])[S:4][C:5]([C:6](=[O:7])[OH:8])([CH3:11])[CH3:12]. Reactants: CC(=O)[O-], CC(=O)[O-], CO, COc1cc(N2CCNCC2)c([N+](=O)[O-])cc1Cl, [H][H], [Pd+2]. Yields the product COc1cc(N2CCNCC2)c(N)cc1Cl. As a reaction SMILES: [C:23]([O-:24])(=[O:25])[CH3:26].[C:28]([O-:29])(=[O:30])[CH3:31].[CH3:21][OH:22].[Cl:1][c:2]1[cH:3][c:4]([N+:16]([O-:17])=[O:18])[c:5]([N:10]2[CH2:11][CH2:12][NH:13][CH2:14][CH2:15]2)[cH:6][c:7]1[O:8][CH3:9].[H:19][H:20].[Pd+2:27]>>[Cl:1][c:2]1[cH:3][c:4]([NH2:16])[c:5]([N:10]2[CH2:11][CH2:12][NH:13][CH2:14][CH2:15]2)[cH:6][c:7]1[O:8][CH3:9]. Starting materials: ClCCCCCCCCC=1C=NC=CC1 (3-(8-chlorooctyl)-pyridine), C1(=CC=CC=C1)C(=CC1CCNCC1)C1=CC=CC=C1 (4-(2,2-diphenylethenyl)piperidine), [I-].[K+] (potassium iodide), C([O-])([O-])=O.[K+].[K+] (potassium carbonate). Solvent: CN(C=O)C (N,N-dimethylformamide). Run at time 8 hour. The product is C1(=CC=CC=C1)C(=CC1CCN(CC1)CCCCCCCCC=1C=NC=CC1)C1=CC=CC=C1 (3-[8-[4-(2,2-diphenylethenyl)-1-piperidinyl]octyl]pyridine). Reaction SMILES: Cl[CH2:2][CH2:3][CH2:4][CH2:5][CH2:6][CH2:7][CH2:8][CH2:9][C:10]1[CH:11]=[N:12][CH:13]=[CH:14][CH:15]=1.[C:16]1([C:22]([C:30]2[CH:35]=[CH:34][CH:33]=[CH:32][CH:31]=2)=[CH:23][CH:24]2[CH2:29][CH2:28][NH:27][CH2:26][CH2:25]2)[CH:21]=[CH:20][CH:19]=[CH:18][CH:17]=1.[I-].[K+].C(=O)([O-])[O-].[K+].[K+]>CN(C)C=O>[C:16]1([C:22]([C:30]2[CH:35]=[CH:34][CH:33]=[CH:32][CH:31]=2)=[CH:23][CH:24]2[CH2:25][CH2:26][N:27]([CH2:2][CH2:3][CH2:4][CH2:5][CH2:6][CH2:7][CH2:8][CH2:9][C:10]3[CH:11]=[N:12][CH:13]=[CH:14][CH:15]=3)[CH2:28][CH2:29]2)[CH:17]=[CH:18][CH:19]=[CH:20][CH:21]=1 |f:2.3,4.5.6|. Reported procedure: A 5-L flask equipped with a magnetic stirrer, condenser, and argon inlet tube was charged with the 191.3 g of crude, overweight 3-(8-chlorooctyl)-pyridine, 184.4 g of 4-(2,2-diphenylethenyl)piperidine, 1.0 L of N,N-dimethylformamide, 116.3 g of potassium iodide, and 74.2 g of potassium carbonate. The mixture was stirred and heated at 75° for 18 hours and then cooled to 20°. Most of the solvent was removed on a rotary evaporator at 50°/0.5 mm. The residual yellow-brown semi-solid was partitioned ...